From a dataset of the Open Reaction Database (ORD), a public repository of structured organic reaction records. describe an organic reaction: reactants, conditions, products, and yield The reactants are CCOC(=O)C1=C(c2ccc3c(c2)OCO3)c2ccccc2C1c1ccccc1OC, CCO. The product is CCOC(=O)C1C(c2ccc3c(c2)OCO3)c2ccccc2C1c1ccccc1OC. As a reaction SMILES: [CH2:1]([CH3:2])[O:3][C:4](=[O:5])[C:6]1=[C:14]([c:15]2[cH:16][c:17]3[c:18]([cH:19][cH:20]2)[O:21][CH2:22][O:23]3)[c:13]2[c:8]([cH:9][cH:10][cH:11][cH:12]2)[CH:7]1[c:24]1[c:25]([O:30][CH3:31])[cH:26][cH:27][cH:28][cH:29]1.[CH3:32][CH2:33][OH:34]>>[CH2:1]([CH3:2])[O:3][C:4](=[O:5])[CH:6]1[CH:7]([c:24]2[c:25]([O:30][CH3:31])[cH:26][cH:27][cH:28][cH:29]2)[c:8]2[cH:9][cH:10][cH:11][cH:12][c:13]2[CH:14]1[c:15]1[cH:16][c:17]2[c:18]([cH:19][cH:20]1)[O:21][CH2:22][O:23]2.